From a dataset of the Open Reaction Database (ORD), a public repository of structured organic reaction records. describe an organic reaction: reactants, conditions, products, and yield Starting materials: ClC1=CC2=C(N=C(N2)C2=CC=C(C3=CC=CC=C23)Br)C=C1Cl (5,6-dichloro-2-(4-bromo-1-naphthyl)benzimidazole), C(CCC)[Li] (n-butyllithium), CN(C=O)C (dimethylformamide), O (Water). Solvent: O1CCCC1 (tetrahydrofuran). Conditions: time 15 minute. Product: ClC1=CC2=C(N=C(N2)C2=CC=C(C3=CC=CC=C23)C=O)C=C1Cl (5,6-dichloro-2-(4-formyl-1-naphthyl)benzimidazole). Yield: 51.7%. Reaction SMILES: [Cl:1][C:2]1[C:21]([Cl:22])=[CH:20][C:5]2[N:6]=[C:7]([C:9]3[C:18]4[C:13](=[CH:14][CH:15]=[CH:16][CH:17]=4)[C:12](Br)=[CH:11][CH:10]=3)[NH:8][C:4]=2[CH:3]=1.C([Li])CCC.CN(C)[CH:30]=[O:31].O>O1CCCC1>[Cl:1][C:2]1[C:21]([Cl:22])=[CH:20][C:5]2[N:6]=[C:7]([C:9]3[C:18]4[C:13](=[CH:14][CH:15]=[CH:16][CH:17]=4)[C:12]([CH:30]=[O:31])=[CH:11][CH:10]=3)[NH:8][C:4]=2[CH:3]=1. Reported procedure: To a solution of 5,6-dichloro-2-(4-bromo-1-naphthyl)benzimidazole (160 mg, 0.408 mmol) in tetrahydrofuran (6 mL) were added n-butyllithium (1.6 mol/L; 0.64 mL) and dimethylformamide (0.077 mL, 1.0 mmol) sequentially at −78° C. under nitrogen atmosphere, and the mixture was stirred for 15 min. Water was added, and the mixture was extracted with ethyl acetate. The organic layer was combined, washed with brine and dried on anhydrous sodium sulfate. The solvent was removed under reduced pressure, an... Starting materials: ClC1=C(C=CC=C1)CNO (N-(2-chlorophenylmethyl)hydroxylamine), N1=CC=CC=C1 (pyridine), ClCC(C(=O)Cl)(C)C (3-chloro-2,2-dimethylpropionyl chloride), NO (hydroxylamine). Solvent: CCCCCC (hexane), C(Cl)Cl (methylene chloride), C(Cl)Cl (methylene chloride), C(Cl)Cl (methylene chloride). Reaction conditions: time 16 hour. Product: ClCC(C(=O)N(O)CC1=C(C=CC=C1)Cl)(C)C (3-chloro-N-(2-chlorophenyl)methyl-N-hydroxy-2,2-dimethylpropanamide). Isolated yield 20.6%. As a reaction SMILES: [Cl:1][C:2]1[CH:7]=[CH:6][CH:5]=[CH:4][C:3]=1[CH2:8][NH:9][OH:10].N1C=CC=CC=1.[Cl:17][CH2:18][C:19]([CH3:24])([CH3:23])[C:20](Cl)=[O:21].NO>C(Cl)Cl.CCCCCC>[Cl:17][CH2:18][C:19]([CH3:24])([CH3:23])[C:20]([N:9]([CH2:8][C:3]1[CH:4]=[CH:5][CH:6]=[CH:7][C:2]=1[Cl:1])[OH:10])=[O:21]. Procedure details: Under an argon atmosphere a stirred solution of 10.2 grams (0.065 mole) of N-(2-chlorophenylmethyl)hydroxylamine and 6.1 grams (0.077 mole) of pyridine in 80 ml of methylene chloride was cooled to -10°. A solution of 10.0 grams (0.065 mole) of 3-chloro-2,2-dimethylpropionyl chloride in 20 ml of methylene chloride was added dropwise to the hydroxylamine solution during a 20 minute period. Upon completion of addition the reaction mixture was allowed to warm to ambient temperature where it was stir... Reactants: [Li]CCCC, C#CC(=O)OCC, COc1cc(C=O)c([N+](=O)[O-])cc1OC, CC(=O)O, CC(C)NC(C)C, C1CCOC1, O. The product is CCOC(=O)C#CC(O)c1cc(OC)c(OC)cc1[N+](=O)[O-]. Reaction SMILES: [CH2:1]([Li:2])[CH2:3][CH2:4][CH3:5].[CH3:13][CH2:14][O:15][C:16](=[O:17])[C:18]#[CH:19].[CH3:20][O:21][c:22]1[cH:23][c:24]([N+:32](=[O:33])[O-:34])[c:25]([CH:26]=[O:27])[cH:28][c:29]1[O:30][CH3:31].[CH3:35][C:36](=[O:37])[OH:38].[CH:6]([NH:7][CH:8]([CH3:9])[CH3:10])([CH3:11])[CH3:12].[O:39]1[CH2:40][CH2:41][CH2:42][CH2:43]1.[OH2:44]>>[CH3:13][CH2:14][O:15][C:16](=[O:17])[C:18]#[C:19][CH:26]([c:25]1[c:24]([N+:32](=[O:33])[O-:34])[cH:23][c:22]([O:21][CH3:20])[c:29]([O:30][CH3:31])[cH:28]1)[OH:27]. The reactants are BrC=1C=CC2=C(C(C=3C(=NC=C(C3)Cl)C=C2)=O)C1 (7-bromo-3-chloro-5H-benzo[4,5]cyclohepta[1,2-b]pyridin-5-one), C1(=CC=CC=C1)P(C1=C(C2=CC=CC=C2C=C1)C1=C(C=CC2=CC=CC=C12)P(C1=CC=CC=C1)C1=CC=CC=C1)C1=CC=CC=C1 (rac-2,2′-bis(diphenylphosphino)-1,1′-binapthyl), CC(C)([O-])C.[Na+] (sodium tert-butoxide), COC1=C(CN)C=CC(=C1)OC (2,4-dimethoxybenzylamine). Reagents/catalysts: [Pd].[Pd].C(C1=CC=CC=C1)=CC(=O)C=CC1=CC=CC=C1.C(C1=CC=CC=C1)=CC(=O)C=CC1=CC=CC=C1.C(C1=CC=CC=C1)=CC(=O)C=CC1=CC=CC=C1 (tris(dibenzylideneacetone) dipalladium (0)). Solvent: O1CCOCC1 (dioxane). Run at temperature 100 celsius. The product is ClC=1C=C2C(=NC1)C=CC1=C(C2=O)C=C(C=C1)NCC1=C(C=C(C=C1)OC)OC (3-chloro-7-[(2,4-dimethoxybenzyl)amino]-5H-benzo[4,5]cyclohepta[1,2-b]pyridin-5-one). As a reaction SMILES: Br[C:2]1[CH:3]=[CH:4][C:5]2[CH:16]=[CH:15][C:9]3=[N:10][CH:11]=[C:12]([Cl:14])[CH:13]=[C:8]3[C:7](=[O:17])[C:6]=2[CH:18]=1.C1(P(C2C=CC=CC=2)C2C=CC3C(=CC=CC=3)C=2C2C3C(=CC=CC=3)C=CC=2P(C2C=CC=CC=2)C2C=CC=CC=2)C=CC=CC=1.CC(C)([O-])C.[Na+].[CH3:71][O:72][C:73]1[CH:80]=[C:79]([O:81][CH3:82])[CH:78]=[CH:77][C:74]=1[CH2:75][NH2:76]>[Pd].[Pd].C(=CC(C=CC1C=CC=CC=1)=O)C1C=CC=CC=1.C(=CC(C=CC1C=CC=CC=1)=O)C1C=CC=CC=1.C(=CC(C=CC1C=CC=CC=1)=O)C1C=CC=CC=1.O1CCOCC1>[Cl:14][C:12]1[CH:13]=[C:8]2[C:7](=[O:17])[C:6]3[CH:18]=[C:2]([NH:76][CH2:75][C:74]4[CH:77]=[CH:78][C:79]([O:81][CH3:82])=[CH:80][C:73]=4[O:72][CH3:71])[CH:3]=[CH:4][C:5]=3[CH:16]=[CH:15][C:9]2=[N:10][CH:11]=1 |f:2.3,5.6.7.8.9|. Reported procedure: 7-bromo-3-chloro-5H-benzo[4,5]cyclohepta[1,2-b]pyridin-5-one (3.0 g, 9.40 mmol), tris(dibenzylideneacetone) dipalladium (0) (Pd2(dba3)) (43 mg, 0.047 mmol), rac-2,2′-bis(diphenylphosphino)-1,1′-binapthyl (BINAP) (88 mg, 0.141 mmol), and sodium tert-butoxide (1.08 g, 11.3 mmol) were combined in a dry flask through which argon was purged. The flask was charged with 100 mL of dry dioxane, 2,4-dimethoxybenzylamine (1.41 mL, 9.40 mmol) was added, and the mixture was sparged with argon for 5 minutes. ... The reactants are C(\C=C(/C)\CCC=C(C)C)(=O)O (geranic acid), C1=CC=C(C=C1)P(C2=CC=CC=C2)C3=C(C4=CC=CC=C4C=C3)C5=C(C=CC6=CC=CC=C65)P(C7=CC=CC=C7)C8=CC=CC=C8 ((+)-BINAP), [H][H] (hydrogen), C1(CCCCC1)C(C1CCCCC1)N (dicyclohexylmethylamine), Ru((+)-BINAP)(O2CCH3)2. The solvent is CO (methanol). The product is C(CC(C)CCC=C(C)C)(=O)O (citronellic acid). The yield is 99.9%. Reaction SMILES: [C:1]([OH:12])(=[O:11])/[CH:2]=[C:3](/[CH2:5][CH2:6][CH:7]=[C:8]([CH3:10])[CH3:9])\[CH3:4].C1(C(N)C2CCCCC2)CCCCC1.C1C=CC(P(C2C=CC3C(=CC=CC=3)C=2C2C3C(=CC=CC=3)C=CC=2P(C2C=CC=CC=2)C2C=CC=CC=2)C2C=CC=CC=2)=CC=1.[H][H]>CO>[C:1]([OH:12])(=[O:11])[CH2:2][CH:3]([CH2:5][CH2:6][CH:7]=[C:8]([CH3:9])[CH3:10])[CH3:4]. Reported procedure: In a 100 ml autoclave, the inside atmosphere of which had previously been replaced with argon, were placed 0.34 g (2 mmoles) of geranic acid, 20 ml of methanol, and 0.39 g (2 mmoles) of dicyclohexylmethylamine. Then, 5.6 mg (0.007 mmole) of Ru((+)-BINAP)(O2CCH3)2 prepared according to the same manner as in Referential Example 3 except using (+)-BINAP in place of (-)-BINAP was added to the mixture to perform hydrogenation for 12 hours at a hydrogen pressure of 100 kg/cm2 and at a reaction tempera... Yields the product CO\N=C\[C@@H]1[C@]2(C)[C@](CC1)([C@@H]1CC[C@@H]3C[C@H](CC[C@]3(C)[C@H]1CC2)O)O ((E)-17β-Methoxyiminomethyl-5β-androstane-3β,14β-diol). Procedure: To a suspension of 0.16 g of methoxylamine hydrochloride and 0.19 g of NaHCO3 in 12 ml of dioxane and 10 ml of water a solution of 0.50 g of 3β,14β-dihydroxy-5β-androstane-17β-carboxaldehyde (Boutagy J. and Thomas R., Aust. J. Chem., 1971, 24, 2723) in 6 ml of dioxane was added dropwise at room temperature. After 15 minutes the solution was diluted with water and extracted with chloroform; the organic layer was dried over anhydrous sodium sulfate and evaporated to dryness. The crude product was ... The solvent is O (water), O1CCOCC1 (dioxane), O (water), O1CCOCC1 (dioxane). Reactants: Cl.O(C)N (methoxylamine hydrochloride), C(=O)(O)[O-].[Na+] (NaHCO3), O[C@@H]1C[C@H]2CC[C@H]3[C@]4(CC[C@@H]([C@@]4(C)CC[C@@H]3[C@]2(CC1)C)C=O)O (3β,14β-dihydroxy-5β-androstane-17β-carboxaldehyde). Yield: 36.7%. As a reaction SMILES: Cl.[O:2]([NH2:4])[CH3:3].C([O-])(O)=O.[Na+].[OH:10][C@H:11]1[CH2:28][CH2:27][C@@:26]2([CH3:29])[C@H:13]([CH2:14][CH2:15][C@@H:16]3[C@@H:25]2[CH2:24][CH2:23][C@@:21]2([CH3:22])[C@:17]3([OH:32])[CH2:18][CH2:19][C@@H:20]2[CH:30]=O)[CH2:12]1>O1CCOCC1.O>[CH3:3][O:2]/[N:4]=[CH:30]/[C@H:20]1[CH2:19][CH2:18][C@:17]2([OH:32])[C@H:16]3[C@H:25]([CH2:24][CH2:23][C@:21]12[CH3:22])[C@:26]1([CH3:29])[C@@H:13]([CH2:12][C@@H:11]([OH:10])[CH2:28][CH2:27]1)[CH2:14][CH2:15]3 |f:0.1,2.3|. Starting materials: CCN=C=NCCCN(C)C, COc1cc(N)ccc1-c1nnc(-c2c(-c3ccccc3)noc2C)o1, ClCCl, Cl, O=C(O)c1ccsc1. Product: COc1cc(NC(=O)c2ccsc2)ccc1-c1nnc(-c2c(-c3ccccc3)noc2C)o1. RXN SMILES: [CH3:10][N:11]([CH3:12])[CH2:13][CH2:14][CH2:15][N:16]=[C:17]=[N:18][CH2:19][CH3:20].[CH3:21][O:22][c:23]1[cH:24][c:25]([NH2:46])[cH:26][cH:27][c:28]1-[c:29]1[o:30][c:31](-[c:34]2[c:35](-[c:40]3[cH:41][cH:42][cH:43][cH:44][cH:45]3)[n:36][o:37][c:38]2[CH3:39])[n:32][n:33]1.[Cl:47][CH2:48][Cl:49].[ClH:9].[s:1]1[cH:2][c:3]([C:6](=[O:7])[OH:8])[cH:4][cH:5]1>>[s:1]1[cH:2][c:3]([C:6](=[O:8])[NH:46][c:25]2[cH:24][c:23]([O:22][CH3:21])[c:28](-[c:29]3[o:30][c:31](-[c:34]4[c:35](-[c:40]5[cH:41][cH:42][cH:43][cH:44][cH:45]5)[n:36][o:37][c:38]4[CH3:39])[n:32][n:33]3)[cH:27][cH:26]2)[cH:4][cH:5]1.